The task is: describe an organic reaction: reactants, conditions, products, and yield. This data is from the Open Reaction Database (ORD), a public repository of structured organic reaction records. The reactants are O=C([O-])[O-], ClCc1ccccc1, [K+], [K+], CN(C)C=O, O=c1cc(CO)occ1O. The product is O=c1cc(CO)occ1OCc1ccccc1. Reaction SMILES: [C:11](=[O:12])([O-:13])[O-:14].[Cl:17][CH2:18][c:19]1[cH:20][cH:21][cH:22][cH:23][cH:24]1.[K+:15].[K+:16].[O:25]=[CH:26][N:27]([CH3:28])[CH3:29].[OH:1][CH2:2][c:3]1[cH:4][c:5](=[O:6])[c:7]([OH:8])[cH:9][o:10]1>>[OH:1][CH2:2][c:3]1[cH:4][c:5](=[O:6])[c:7]([O:8][CH2:18][c:19]2[cH:20][cH:21][cH:22][cH:23][cH:24]2)[cH:9][o:10]1. Starting materials: Cc1noc(-c2ccccc2[N+](=O)[O-])n1, C1COCCO1, O. The product is Cc1noc(-c2ccccc2N)n1. Reaction SMILES: [CH3:1][c:2]1[n:3][o:4][c:5](-[c:7]2[c:8]([N+:13]([O-:14])=[O:15])[cH:9][cH:10][cH:11][cH:12]2)[n:6]1.[O:16]1[CH2:17][CH2:18][O:19][CH2:20][CH2:21]1.[OH2:22]>>[CH3:1][c:2]1[n:3][o:4][c:5](-[c:7]2[c:8]([NH2:13])[cH:9][cH:10][cH:11][cH:12]2)[n:6]1.